From a dataset of the Open Reaction Database (ORD), a public repository of structured organic reaction records. describe an organic reaction: reactants, conditions, products, and yield Starting materials: ClC=1C=NC=C(C1C(CNCC(C)(C)C)O[Si](CC)(CC)CC)Cl (N-(2-(3,5-dichloropyridin-4-yl)-2-((triethylsilyl)oxy)ethyl)-2,2-dimethylpropan-1-amine), CC(=O)OI1(C=2C=CC=CC2C(=O)O1)(OC(=O)C)OC(=O)C (Dess-Martin periodinane), C(C(=O)Cl)(=O)Cl (Oxalyl chloride), C(C)OC(=O)[C@@H]1C(C[C@H](CC1)N1N=CC(=C1C(F)(F)F)C(=O)O)(C)C (trans-1-(4-(ethoxycarbonyl)-3,3-dimethylcyclohexyl)-5-(trifluoromethyl)-1H-pyrazole-4-carboxylic acid), CCCC[N+](CCCC)(CCCC)CCCC.[F-] (TBAF), solution, CCN(C(C)C)C(C)C (DIPEA). The reagents and catalysts are CN(C)C=O (DMF). Solvent: C1CCOC1 (THF), C(Cl)Cl (DCM), C1CCOC1 (THF). Run at time 2 hour. Product: ClC=1C=NC=C(C1C(CN(C(=O)C=1C=NN(C1C(F)(F)F)[C@@H]1CC([C@H](CC1)C(=O)OCC)(C)C)CC(C)(C)C)=O)Cl (ethyl trans-4-(4-((2-(3,5-dichloro-4-pyridinyl)-2-oxoethyl)(2,2-dimethylpropyl)carbamoyl)-5-(trifluoromethyl)-1H-pyrazol-1-yl)-2,2-dimethylcyclohexanecarboxylate). Yield: 79.2%. As a reaction SMILES: C(Cl)(=O)C(Cl)=O.[CH2:7]([O:9][C:10]([C@H:12]1[CH2:17][CH2:16][C@H:15]([N:18]2[C:22]([C:23]([F:26])([F:25])[F:24])=[C:21]([C:27]([OH:29])=O)[CH:20]=[N:19]2)[CH2:14][C:13]1([CH3:31])[CH3:30])=[O:11])[CH3:8].[Cl:32][C:33]1[CH:34]=[N:35][CH:36]=[C:37]([Cl:55])[C:38]=1[CH:39]([O:47][Si](CC)(CC)CC)[CH2:40][NH:41][CH2:42][C:43]([CH3:46])([CH3:45])[CH3:44].CCN(C(C)C)C(C)C.CCCC[N+](CCCC)(CCCC)CCCC.[F-].CC(OI1(OC(C)=O)(OC(C)=O)OC(=O)C2C=CC=CC1=2)=O>CN(C=O)C.C1COCC1.C(Cl)Cl>[Cl:32][C:33]1[CH:34]=[N:35][CH:36]=[C:37]([Cl:55])[C:38]=1[C:39](=[O:47])[CH2:40][N:41]([CH2:42][C:43]([CH3:44])([CH3:46])[CH3:45])[C:27]([C:21]1[CH:20]=[N:19][N:18]([C@H:15]2[CH2:16][CH2:17][C@H:12]([C:10]([O:9][CH2:7][CH3:8])=[O:11])[C:13]([CH3:30])([CH3:31])[CH2:14]2)[C:22]=1[C:23]([F:24])([F:25])[F:26])=[O:29] |f:4.5|. Reported procedure: Oxalyl chloride (64 μL, 0.72 mmol) and DMF (1 drop) were added sequentially to a stirring solution of trans-1-(4-(ethoxycarbonyl)-3,3-dimethylcyclohexyl)-5-(trifluoromethyl)-1H-pyrazole-4-carboxylic acid (0.20 g, 0.55 mmol; racemic mixture) and DCM (5.5 mL). After stirring for 2 h, the reaction mixture was concentrated under reduced pressure. The residue was dissolved with THF (4.5 mL), and then a solution of N-(2-(3,5-dichloropyridin-4-yl)-2-((triethylsilyl)oxy)ethyl)-2,2-dimethylpropan-1-amine...